From a dataset of the Open Reaction Database (ORD), a public repository of structured organic reaction records. describe an organic reaction: reactants, conditions, products, and yield Reactants: [BH4-], CO, Cn1ncc(NC(=O)c2nc(-c3c(F)cccc3F)sc2NC(=O)OC(C)(C)C)c1C1CCC(=O)CC1, [Na+]. Yields the product Cn1ncc(NC(=O)c2nc(-c3c(F)cccc3F)sc2NC(=O)OC(C)(C)C)c1C1CCC(O)CC1. Reaction SMILES: [BH4-:38].[CH3:40][OH:41].[F:1][c:2]1[c:3](-[c:9]2[s:10][c:11]([NH:30][C:31]([O:32][C:33]([CH3:34])([CH3:35])[CH3:36])=[O:37])[c:12]([C:14]([NH:15][c:16]3[cH:17][n:18][n:19]([CH3:28])[c:20]3[CH:21]3[CH2:22][CH2:23][C:24](=[O:27])[CH2:25][CH2:26]3)=[O:29])[n:13]2)[c:4]([F:8])[cH:5][cH:6][cH:7]1.[Na+:39]>>[F:1][c:2]1[c:3](-[c:9]2[s:10][c:11]([NH:30][C:31]([O:32][C:33]([CH3:34])([CH3:35])[CH3:36])=[O:37])[c:12]([C:14]([NH:15][c:16]3[cH:17][n:18][n:19]([CH3:28])[c:20]3[CH:21]3[CH2:22][CH2:23][CH:24]([OH:27])[CH2:25][CH2:26]3)=[O:29])[n:13]2)[c:4]([F:8])[cH:5][cH:6][cH:7]1. Starting materials: CC(C/C=C/C(=O)O)(C)NC(=O)OC(C)(C)C ((2E)-5-Methyl-5-(tert-butyloxycarbonylamino)hex-2-enoic acid), CNC([C@@H](CC1=CC=CC=C1)N1C(CN[C@@H](C1)CC1=CC2=CC=CC=C2C=C1)=O)=O ((2R)-N-Methyl-2-((5R)-5-((2-naphthyl)methyl)-2-oxopiperazin-1-yl)-3-phenylpropionamide), C(C)(C)N(CC)C(C)C (diisopropylethylamine), ON1N=NC2=C1N=CC=C2 (1-Hydroxy-7-azabenzotriazol), Cl.CN(CCCN=C=NCC)C (N-(3-dimethylaminopropyl)-N'-ethylcarbodiimide hydrochloride). Solvent: C(Cl)Cl (methylene chloride), C(Cl)Cl (methylene chloride), O (Water). Reaction conditions: time 8 hour. Yields the product C(C)(C)(C)OC(NC(C\C=C\C(=O)N1[C@@H](CN(C(C1)=O)[C@H](CC1=CC=CC=C1)C(NC)=O)CC1=CC2=CC=CC=C2C=C1)(C)C)=O (((3E)-1,1-dimethyl-5-((2R)-4-((1R)-1-(methylcarbamoyl)-2-phenylethyl)-2-((2-naphthyl)methyl)-5-oxopiperazin-1-yl)-5-oxopent-3-enyl)carbamic acid tert-butyl ester). Reaction SMILES: [CH3:1][C:2]([NH:10][C:11]([O:13][C:14]([CH3:17])([CH3:16])[CH3:15])=[O:12])([CH3:9])[CH2:3]/[CH:4]=[CH:5]/[C:6]([OH:8])=O.ON1C2N=CC=CC=2N=N1.Cl.CN(C)CCCN=C=NCC.[CH3:40][NH:41][C:42](=[O:69])[C@H:43]([N:51]1[CH2:56][C@@H:55]([CH2:57][C:58]2[CH:67]=[CH:66][C:65]3[C:60](=[CH:61][CH:62]=[CH:63][CH:64]=3)[CH:59]=2)[NH:54][CH2:53][C:52]1=[O:68])[CH2:44][C:45]1[CH:50]=[CH:49][CH:48]=[CH:47][CH:46]=1.C(N(C(C)C)CC)(C)C>C(Cl)Cl.O>[C:14]([O:13][C:11](=[O:12])[NH:10][C:2]([CH3:1])([CH3:9])[CH2:3]/[CH:4]=[CH:5]/[C:6]([N:54]1[CH2:53][C:52](=[O:68])[N:51]([C@@H:43]([C:42](=[O:69])[NH:41][CH3:40])[CH2:44][C:45]2[CH:50]=[CH:49][CH:48]=[CH:47][CH:46]=2)[CH2:56][C@H:55]1[CH2:57][C:58]1[CH:67]=[CH:66][C:65]2[C:60](=[CH:61][CH:62]=[CH:63][CH:64]=2)[CH:59]=1)=[O:8])([CH3:17])([CH3:16])[CH3:15] |f:2.3|. Procedure details: (2E)-5-Methyl-5-(tert-butyloxycarbonylamino)hex-2-enoic acid was dissolved in methylene chloride (10 ml). 1-Hydroxy-7-azabenzotriazol (60 mg, 0.46 mmol) and N-(3-dimethylaminopropyl)-N'-ethylcarbodiimide hydrochloride (100 mg, 0.51 mmol) were added and the mixture was stirred for 15 min. (2R)-N-Methyl-2-((5R)-5-((2-naphthyl)methyl)-2-oxopiperazin-1-yl)-3-phenylpropionamide (185 mg, 0.46 mmol) and diisopropylethylamine (0.08 ml) were added and the mixture was stirred overnight. Water (10 ml) and ... The reactants are CNc1cccc(OC)c1, FC(F)(F)c1cc(Cl)nc(-c2ccccn2)n1. Yields the product COc1cccc(N(C)c2cc(C(F)(F)F)nc(-c3ccccn3)n2)c1. As a reaction SMILES: [CH3:18][NH:19][c:20]1[cH:21][c:22]([O:26][CH3:27])[cH:23][cH:24][cH:25]1.[Cl:1][c:2]1[n:3][c:4](-[c:12]2[n:13][cH:14][cH:15][cH:16][cH:17]2)[n:5][c:6]([C:8]([F:9])([F:10])[F:11])[cH:7]1>>[c:2]1([N:19]([CH3:18])[c:20]2[cH:21][c:22]([O:26][CH3:27])[cH:23][cH:24][cH:25]2)[n:3][c:4](-[c:12]2[n:13][cH:14][cH:15][cH:16][cH:17]2)[n:5][c:6]([C:8]([F:9])([F:10])[F:11])[cH:7]1.